This data is from the Open Reaction Database (ORD), a public repository of structured organic reaction records. The task is: describe an organic reaction: reactants, conditions, products, and yield Starting materials: C1N2CN3CN1CN(C2)C3 (Hexamethylenetetramine), COC(CC1=CC(=C(C(=C1)Br)OC1=CC=C(C=C1)O)Br)=O (methyl[3,5-dibromo-4-(4-hydroxyphenoxy)phenyl]acetate), FC(C(=O)O)(F)F (trifluoroacetic acid), Cl (Hydrochloric acid). Conditions: temperature 95 celsius, time 16 hour. Yields the product COC(CC1=CC(=C(C(=C1)Br)OC1=CC(=C(C=C1)O)C=O)Br)=O (methyl[3,5-dibromo-4-(3-formyl-4-hydroxyphenoxy)phenyl]acetate). The yield is 38.0%. Reaction SMILES: C1N2CN3CN(C2)CN1C3.[CH3:11][O:12][C:13](=[O:31])[CH2:14][C:15]1[CH:20]=[C:19]([Br:21])[C:18]([O:22][C:23]2[CH:28]=[CH:27][C:26]([OH:29])=[CH:25][CH:24]=2)=[C:17]([Br:30])[CH:16]=1.FC(F)(F)[C:34](O)=[O:35].Cl>>[CH3:11][O:12][C:13](=[O:31])[CH2:14][C:15]1[CH:20]=[C:19]([Br:21])[C:18]([O:22][C:23]2[CH:28]=[CH:27][C:26]([OH:29])=[C:25]([CH:34]=[O:35])[CH:24]=2)=[C:17]([Br:30])[CH:16]=1. Reported procedure: Hexamethylenetetramine (262 mg, 1.87 mmol) was added to a solution of methyl[3,5-dibromo-4-(4-hydroxyphenoxy)phenyl]acetate (370 mg, 0.89 mmol) and trifluoroacetic acid (1.5 mL). The reaction mixture was stirred for 16 hours at 95° C. before cooling to room temperature. Hydrochloric acid (3 mL, 2 N) was added and the reaction mixture was stirred for one hour and extracted with chloroform. The organic phase was concentrated in vacuo and dissolved in ethyl acetate. The organic phase was washed wit... Reagents/catalysts: [Rh] (rhodium on carbon). Starting materials: [H][H] (hydrogen), C(C)C1C(CCC(C(OC(C2CCCCN2C(C(C2(C(CC(C(C(CC(CC(=C1)C)C)OC)O2)OC)C)O)=O)=O)=O)C(=CC2CC(C(CC2)OCC=C)OCC=C)C)C)=O (17-ethyl-1-hydroxy-12-[2'-(3",4"-diallyloxycyclohexyl)-1'-methylvinyl]-23,25-dimethoxy-13,19,21,27-tetramethyl-11,28-dioxa-4-azatricyclo[22.3.1.04,9 ]octacos-18-ene-2,3,10,16-tetraone). Procedure details: To a solution of 17-ethyl-1-hydroxy-12-[2'-(3",4"-diallyloxycyclohexyl)-1'-methylvinyl]-23,25-dimethoxy-13,19,21,27-tetramethyl-11,28-dioxa-4-azatricyclo[22.3.1.04,9 ]octacos-18-ene-2,3,10,16-tetraone (6.8 mg in 600 μl ethyl acetate) was added 4 mg of 5% rhodium on carbon catalyst. The reaction flask was fitted with a hydrogen balloon, evacuated and recharged with hydrogen (3 times) and stirred at room temperature. After 25 minutes, the mixture was filtered over Celite, concentrated and purified... Yield: 65.9%. Run at time 25 minute. Reaction SMILES: [H][H].[CH2:3]([CH:5]1[CH:31]=[C:30]([CH3:32])[CH2:29][CH:28]([CH3:33])[CH2:27][CH:26]([O:34][CH3:35])[CH:25]2[O:36][C:21]([OH:40])([CH:22]([CH3:39])[CH2:23][CH:24]2[O:37][CH3:38])[C:20](=[O:41])[C:19](=[O:42])[N:18]2[CH:13]([CH2:14][CH2:15][CH2:16][CH2:17]2)[C:12](=[O:43])[O:11][CH:10]([C:44]([CH3:60])=[CH:45][CH:46]2[CH2:51][CH2:50][CH:49]([O:52][CH2:53][CH:54]=[CH2:55])[CH:48]([O:56][CH2:57][CH:58]=[CH2:59])[CH2:47]2)[CH:9]([CH3:61])[CH2:8][CH2:7][C:6]1=[O:62])[CH3:4]>[Rh]>[CH2:3]([CH:5]1[CH:31]=[C:30]([CH3:32])[CH2:29][CH:28]([CH3:33])[CH2:27][CH:26]([O:34][CH3:35])[CH:25]2[O:36][C:21]([OH:40])([CH:22]([CH3:39])[CH2:23][CH:24]2[O:37][CH3:38])[C:20](=[O:41])[C:19](=[O:42])[N:18]2[CH:13]([CH2:14][CH2:15][CH2:16][CH2:17]2)[C:12](=[O:43])[O:11][CH:10]([C:44]([CH3:60])=[CH:45][CH:46]2[CH2:51][CH2:50][CH:49]([O:52][CH2:53][CH2:54][CH3:55])[CH:48]([O:56][CH2:57][CH2:58][CH3:59])[CH2:47]2)[CH:9]([CH3:61])[CH2:8][CH2:7][C:6]1=[O:62])[CH3:4]. Yields the product C(C)C1C(CCC(C(OC(C2CCCCN2C(C(C2(C(CC(C(C(CC(CC(=C1)C)C)OC)O2)OC)C)O)=O)=O)=O)C(=CC2CC(C(CC2)OCCC)OCCC)C)C)=O (17-Ethyl-1-hydroxy-12-[2'-(3",4"-dipropyloxycyclohexyl)-1'-methylvinyl]-23,25-dimethoxy-13,19,21,27-tetramethyl-11,28-dioxa-4-azatricyclo[22.3.1.04,9 ]octacos-18-ene-2,3,10,16-tetraone). The reactants are Cl, CN(C(=O)N(C)C1CN(C(=O)C2CCNCC2)CC1c1ccc(F)cc1)c1cc(C(F)(F)F)cc(C(F)(F)F)c1, O=C(O)C1CCOCC1. Product: CN(C(=O)N(C)C1CN(C(=O)C2CCN(C(=O)C3CCOCC3)CC2)CC1c1ccc(F)cc1)c1cc(C(F)(F)F)cc(C(F)(F)F)c1. Reaction SMILES: [ClH:1].[F:2][C:3]([c:4]1[cH:5][c:6]([N:14]([C:15](=[O:16])[N:17]([CH3:18])[CH:19]2[CH2:20][N:21]([C:31](=[O:32])[CH:33]3[CH2:34][CH2:35][NH:36][CH2:37][CH2:38]3)[CH2:22][CH:23]2[c:24]2[cH:25][cH:26][c:27]([F:30])[cH:28][cH:29]2)[CH3:39])[cH:7][c:8]([C:10]([F:11])([F:12])[F:13])[cH:9]1)([F:40])[F:41].[O:42]1[CH2:43][CH2:44][CH:45]([C:48](=[O:49])[OH:50])[CH2:46][CH2:47]1>>[F:2][C:3]([c:4]1[cH:5][c:6]([N:14]([C:15](=[O:16])[N:17]([CH3:18])[CH:19]2[CH2:20][N:21]([C:31](=[O:32])[CH:33]3[CH2:34][CH2:35][N:36]([C:48]([CH:45]4[CH2:44][CH2:43][O:42][CH2:47][CH2:46]4)=[O:49])[CH2:37][CH2:38]3)[CH2:22][CH:23]2[c:24]2[cH:25][cH:26][c:27]([F:30])[cH:28][cH:29]2)[CH3:39])[cH:7][c:8]([C:10]([F:11])([F:12])[F:13])[cH:9]1)([F:40])[F:41].